From a dataset of the Open Reaction Database (ORD), a public repository of structured organic reaction records. describe an organic reaction: reactants, conditions, products, and yield Reactants: C(#N)CC(=O)OCC(CCCC)CC (2-ethylhexyl cyanoacetate), N1CCCCC1 (piperidine), C(C)(=O)O (acetic acid), C(C)(C)(C)C=1C=C(C=O)C=C(C1O)C(C)(C)C (3,5-di-tertiary-butyl-4-hydroxybenzaldehyde). The solvent is C1(=CC=CC=C1)C (toluene). Yields the product C(C)(C)(C)C=1C=C(C=C(C(=O)OCC(CCCC)CC)C#N)C=C(C1O)C(C)(C)C (2-Ethylhexyl 3,5-di-tertiary-butyl-4-hydroxybenzylidenecyanoacetate). As a reaction SMILES: [C:1]([C:5]1[CH:6]=[C:7]([CH:10]=[C:11]([C:14]([CH3:17])([CH3:16])[CH3:15])[C:12]=1[OH:13])[CH:8]=O)([CH3:4])([CH3:3])[CH3:2].[C:18]([CH2:20][C:21]([O:23][CH2:24][CH:25]([CH2:30][CH3:31])[CH2:26][CH2:27][CH2:28][CH3:29])=[O:22])#[N:19].N1CCCCC1.C(O)(=O)C>C1(C)C=CC=CC=1>[C:14]([C:11]1[CH:10]=[C:7]([CH:6]=[C:5]([C:1]([CH3:3])([CH3:2])[CH3:4])[C:12]=1[OH:13])[CH:8]=[C:20]([C:18]#[N:19])[C:21]([O:23][CH2:24][CH:25]([CH2:30][CH3:31])[CH2:26][CH2:27][CH2:28][CH3:29])=[O:22])([CH3:17])([CH3:16])[CH3:15]. Procedure: 28.1 g of 3,5-di-tertiary-butyl-4-hydroxybenzaldehyde were dissolved in 60 ml of toluene. 21.7 g of 2-ethylhexyl cyanoacetate, 0.27 g of piperidine and 0.67 g of acetic acid were added. The mixture was heated to reflux, and about 2 g of water were removed azeotropically. The clear solution was washed, dried and concentrated. The reactants are Cl (hydrochloric acid), COC1=C(NC=C1)C=O (3-Methoxypyrrole-2-carboxaldehyde), N1CCCCC1 (piperidine), C1(=CC=CC=C1)C=1OC2=C3CC(NC3=CC=C2N1)=O (2-phenyl-6,8-dihydro-oxazolo[5,4-e]-indol-7-one), C1(=CC=CC=C1)C=1OC2=C3CC(NC3=CC=C2N1)=O (2-phenyl-6,8-dihydro-oxazolo[5,4-e]-indol-7-one). Run in O (water), CC(C)O (2-propanol). Yields the product COC1=C(NC=C1)\C=C\1/C(NC2=C1C1=C(N=C(O1)C1=CC=CC=C1)C=C2)=O ((Z)-6,8-dihydro-8-[(3-methoxy-1H-pyrrol-2-yl)methylene]-2-phenyl-7H-pyrrolo[2,3-g]benzoxazol-7-one). RXN SMILES: [CH3:1][O:2][C:3]1[CH:7]=[CH:6][NH:5][C:4]=1[CH:8]=O.[C:10]1([C:16]2[O:17][C:18]3[C:26]([N:27]=2)=[CH:25][CH:24]=[C:23]2[C:19]=3[CH2:20][C:21](=[O:28])[NH:22]2)[CH:15]=[CH:14][CH:13]=[CH:12][CH:11]=1.N1CCCCC1.Cl>CC(O)C.O>[CH3:1][O:2][C:3]1[CH:7]=[CH:6][NH:5][C:4]=1/[CH:8]=[C:20]1\[C:21](=[O:28])[NH:22][C:23]2[CH:24]=[CH:25][C:26]3[N:27]=[C:16]([C:10]4[CH:15]=[CH:14][CH:13]=[CH:12][CH:11]=4)[O:17][C:18]=3[C:19]\1=2. Procedure details: 3-Methoxypyrrole-2-carboxaldehyde (13 mg, 0.105 mmol)(Bellamy, supra) and 2-phenyl-6,8-dihydro-oxazolo[5,4-e]-indol-7-one (17 mg, 0.068 mmol)(Starting Material 4) were suspended in a solution of 10% piperidine (Aldrich) in 2-propanol (1 mL). The mixture was heated at reflux for 2 h. The mixture was cooled, poured into water, and the aqueous mixture was made acidic with concentrated hydrochloric acid. The aqueous layer was extracted with ethyl acetate, and the combined organic extracts were washe... Starting materials: C(C)N1C(=NC=2C1=CC=C(C2C(=O)OC)C(=O)OC)C (dimethyl 1-ethyl-2-methyl-4,5-benzimidazoledicarboxylate), [OH-].[Na+] (sodium hydroxide), Cl (hydrochloric acid). Run in CO (methanol). Conditions: temperature 100 celsius, time 4 hour. Product: C(C)N1C(=NC=2C1=CC=C(C2C(=O)O)C(=O)O)C (1-Ethyl-2-methyl-4,5-benzimidazoledicarboxylic acid). Yield: 85.4%. RXN SMILES: [CH2:1]([N:3]1[C:7]2=[CH:8][CH:9]=[C:10]([C:16]([O:18]C)=[O:17])[C:11]([C:12]([O:14]C)=[O:13])=[C:6]2[N:5]=[C:4]1[CH3:20])[CH3:2].[OH-].[Na+].Cl>CO>[CH2:1]([N:3]1[C:7]2=[CH:8][CH:9]=[C:10]([C:16]([OH:18])=[O:17])[C:11]([C:12]([OH:14])=[O:13])=[C:6]2[N:5]=[C:4]1[CH3:20])[CH3:2] |f:1.2|. Procedure details: A mixture of dimethyl 1-ethyl-2-methyl-4,5-benzimidazoledicarboxylate (5.30 g, 19.2 mmol), methanol and 5N sodium hydroxide (30 mL, 150 mmol) is stirred for 4 hours at 100° C., cooled, acidified with hydrochloric acid and filtered to give the title product as a lemon yellow powder (4.07 g, 85.5%), identified by 1HNMR spectral analysis. Starting materials: O (water), O1C=NC(C=C1)=O (1,3oxazin-4-one), Cl (hydrochloric acid), C(C)C1=NC2=CC=CC=C2C(N1C1=CC=C(C=C1)F)=O (2-Ethyl-3-(4-fluorophenyl)-3H-quinazolin-4-one), O1C=NC(C=C1)=O (1,3oxazin-4-one), FC1=CC=C(N)C=C1 (4-fluoroaniline). Reagents/catalysts: [OH-].[Na+] (sodium hydroxide). The solvent is CCCCCC (hexane), CC(=O)C (acetone), C(Cl)(Cl)Cl (chloroform). Conditions: temperature 145 celsius, time 10 hour. The product is C(CC)(=O)NC1=C(C(=O)O)C=CC=C1 (2-Propionylamino-benzoic acid). As a reaction SMILES: C(C1N(C2C=CC(F)=CC=2)[C:11](=[O:20])[C:10]2C(=[CH:6][CH:7]=[CH:8][CH:9]=2)N=1)C.O1[CH:26]=[CH:25][C:24](=[O:27])[N:23]=[CH:22]1.FC1C=CC(N)=CC=1.Cl.[OH2:37]>C(Cl)(Cl)Cl.CCCCCC.[OH-].[Na+].CC(C)=O>[C:24]([NH:23][C:22]1[CH:6]=[CH:7][CH:8]=[CH:9][C:10]=1[C:11]([OH:20])=[O:37])(=[O:27])[CH2:25][CH3:26] |f:7.8|. Procedure details: 2-Ethyl-3-(4-fluorophenyl)-3H-quinazolin-4-one (IV) A solution of 8.50 2-ethyl-benzo[d]1,3]oxazin-4-one (III) (48.5 mmol, 1.00 equiv) and 6.27 g 4-fluoroaniline (50.9 mmol, 1.05 equiv) dissolved in 35 mL chloroform was heated to reflux for 12 h, after which time TLC indicated no compound III remained (Rf=0.51, 20% acetone in hexane). The chloroform was removed in vacuo and the resulting solid suspended in 18 mL ethylene glycol. A catalytic amount of sodium hydroxide (86 mg, 2.2 mmol, 0.045 equiv... The reactants are C1CCOC1, Cc1oc(-c2ccccc2)cc1C(=O)O, Cc1ccc(N)cc1-c1ccc(C(=O)NCC2CC2)cc1. Product: Cc1ccc(NC(=O)c2cc(-c3ccccc3)oc2C)cc1-c1ccc(C(=O)NCC2CC2)cc1. As a reaction SMILES: [CH2:37]1[O:38][CH2:39][CH2:40][CH2:41]1.[CH3:22][c:23]1[o:24][c:25](-[c:31]2[cH:32][cH:33][cH:34][cH:35][cH:36]2)[cH:26][c:27]1[C:28](=[O:29])[OH:30].[NH2:1][c:2]1[cH:3][cH:4][c:5]([CH3:21])[c:6](-[c:8]2[cH:9][cH:10][c:11]([C:14](=[O:15])[NH:16][CH2:17][CH:18]3[CH2:19][CH2:20]3)[cH:12][cH:13]2)[cH:7]1>>[NH:1]([c:2]1[cH:3][cH:4][c:5]([CH3:21])[c:6](-[c:8]2[cH:9][cH:10][c:11]([C:14](=[O:15])[NH:16][CH2:17][CH:18]3[CH2:19][CH2:20]3)[cH:12][cH:13]2)[cH:7]1)[C:28]([c:27]1[c:23]([CH3:22])[o:24][c:25](-[c:31]2[cH:32][cH:33][cH:34][cH:35][cH:36]2)[cH:26]1)=[O:29]. The reactants are ClC(C(OCC)OCC)OCC (1-chloro-1,2,2-triethoxyethane), C(C1=CC=CC=C1)(=O)[O-].[Na+] (sodium benzoate), C(Cl)Cl (methylene chloride). Solvent: CCOCC (ether), CN(C=O)C (N,N-dimethylformamide). Reaction conditions: time 21 hour. The product is C(C1=CC=CC=C1)(=O)OC(C(OCC)OCC)OCC (1-Benzoyloxy-1,2,2-triethoxyethane). Yield: 83.0%. As a reaction SMILES: Cl[CH:2]([O:10][CH2:11][CH3:12])[CH:3]([O:7][CH2:8][CH3:9])[O:4][CH2:5][CH3:6].[C:13]([O-:21])(=[O:20])[C:14]1[CH:19]=[CH:18][CH:17]=[CH:16][CH:15]=1.[Na+].C(Cl)Cl>CN(C)C=O.CCOCC>[C:13]([O:21][CH:2]([O:10][CH2:11][CH3:12])[CH:3]([O:4][CH2:5][CH3:6])[O:7][CH2:8][CH3:9])(=[O:20])[C:14]1[CH:19]=[CH:18][CH:17]=[CH:16][CH:15]=1 |f:1.2|. Reported procedure: A mixture of 178 mg (0.905 mmole) of 1-chloro-1,2,2-triethoxyethane (produced in accordance with Example IV) and 206 mg (1.43 mmoles) of sodium benzoate in 3.00 mL of N,N-dimethylformamide, spectrophotometric-grade, commercially available from Aldrich Chemical Co., Milwaukee, Wis., was stirred, while being protected from exposure to atmospheric moisture, at room temperature for 21 hours. The mixture was diluted with 20 mL of 3:1 (volume/volume) ether:methylene chloride; and the organic layer was...